This data is from the Open Reaction Database (ORD), a public repository of structured organic reaction records. The task is: describe an organic reaction: reactants, conditions, products, and yield Starting materials: ClC1=NC=C(C(=N1)NCC1=CC(=C(C=C1)OC)Cl)C(=O)C1=NC=CC=C1 (2-chloro-4-(3-chloro-4-methoxybenzylamino)-5-(2-pyridylcarbonyl)pyrimidine), N1=C(C=CC=C1)CO (2-pyridinemethanol), O1CCCC1 (tetrahydrofuran). Run in O (water). Reaction conditions: time 5 minute. Product: N1=C(C=CC=C1)COC1=NC=C(C(=N1)NCC1=CC(=C(C=C1)OC)Cl)C(=O)C1=NC=CC=C1 (2-(2-pyridylmethoxy)-4-(3-chloro-4-methoxybenzylamino)-5-(2-pyridylcarbonyl)pyrimidine). As a reaction SMILES: Cl[C:2]1[N:7]=[C:6]([NH:8][CH2:9][C:10]2[CH:15]=[CH:14][C:13]([O:16][CH3:17])=[C:12]([Cl:18])[CH:11]=2)[C:5]([C:19]([C:21]2[CH:26]=[CH:25][CH:24]=[CH:23][N:22]=2)=[O:20])=[CH:4][N:3]=1.[N:27]1[CH:32]=[CH:31][CH:30]=[CH:29][C:28]=1[CH2:33][OH:34].O1CCCC1>O>[N:27]1[CH:32]=[CH:31][CH:30]=[CH:29][C:28]=1[CH2:33][O:34][C:2]1[N:7]=[C:6]([NH:8][CH2:9][C:10]2[CH:15]=[CH:14][C:13]([O:16][CH3:17])=[C:12]([Cl:18])[CH:11]=2)[C:5]([C:19]([C:21]2[CH:26]=[CH:25][CH:24]=[CH:23][N:22]=2)=[O:20])=[CH:4][N:3]=1. Procedure: A mixture of 2-chloro-4-(3-chloro-4-methoxybenzylamino)-5-(2-pyridylcarbonyl)pyrimidine (prepared in Example 90-(3)) 110 mg, 2-pyridinemethanol 34 mg, 10% sodium hydride 12 mg and tetrahydrofuran 3 ml is stirred at room temperature for 5 minutes. The reaction mixture is poured into water and extracted with ethyl acetate. The organic layer is washed with brine, dried over anhydrous sodium sulfate and concentrated in vacuo. The residue is purified by silica gel chromatography (solvent: ethyl aceta...